The task is: describe an organic reaction: reactants, conditions, products, and yield. This data is from the Open Reaction Database (ORD), a public repository of structured organic reaction records. Reactants: COP(=O)(CN1C(C=2C(C1=O)=CC=CC2)=O)CC(CC(C)(C)C)C(N[C@@H](CC(C)C)C(NC)=O)=O ([(RS)-4-methyl-2-[[(S)-3-methyl-1-(methylcarbamoyl)butyl]carbamoyl]-4-methylpentyl](phthalimidomethyl)phosphinic acid methyl ester). Run in C(C)(=O)O (acetic acid), Br (hydrogen bromide), C(C)(=O)O (acetic acid). Run at time 18 hour. The product is CC(CC(CP(O)(=O)CN1C(C=2C(C1=O)=CC=CC2)=O)C(N[C@@H](CC(C)C)C(NC)=O)=O)C ([(RS)-4-methyl-2-[[(S)-3-methyl-1-(methylcarbamoyl)butyl]carbamoyl]pentyl](phthalimidomethyl)phosphinic acid). Isolated yield 99.0%. As a reaction SMILES: C[O:2][P:3]([CH2:17][CH:18]([C:24](=[O:35])[NH:25][C@H:26]([C:31](=[O:34])[NH:32][CH3:33])[CH2:27][CH:28]([CH3:30])[CH3:29])[CH2:19][C:20](C)([CH3:22])[CH3:21])([CH2:5][N:6]1[C:10](=[O:11])[C:9]2=[CH:12][CH:13]=[CH:14][CH:15]=[C:8]2[C:7]1=[O:16])=[O:4]>C(O)(=O)C.Br>[CH3:21][CH:20]([CH3:22])[CH2:19][CH:18]([C:24](=[O:35])[NH:25][C@H:26]([C:31](=[O:34])[NH:32][CH3:33])[CH2:27][CH:28]([CH3:29])[CH3:30])[CH2:17][P:3]([CH2:5][N:6]1[C:10](=[O:11])[C:9]2=[CH:12][CH:13]=[CH:14][CH:15]=[C:8]2[C:7]1=[O:16])(=[O:2])[OH:4]. Reported procedure: 123 mg of [(RS)-4-methyl-2-[[(S)-3-methyl-1-(methylcarbamoyl)butyl]carbamoyl]-4-methylpentyl](phthalimidomethyl)phosphinic acid methyl ester were dissolved in a mixture of 3 ml of acetic acid and 3 ml of 48% hydrogen bromide in acetic acid and the mixture was left to stand at room temperature for 18 hours. The solvent was removed by evaporation, the residue was dissolved in a mixture of 10 ml of toluene and 5 ml of acetone and the solution was evaporated. This procedure was repeated twice and th... Reactants: CC=1C=CC(=NC1)C1=CC(NC=C1)=O (4-(5-Methylpyridin-2-yl)pyridin-2(1H)-one), BrC=1C=CC=2C3=C(N(C2C1)C)CCN(C3)C(=O)OC(C)(C)C (tert-butyl 7-bromo-5-methyl-3,4-dihydro-1H-pyrido[4,3-b]indole-2(5H)-carboxylate). Yields the product CN1C2=C(C=3C=CC(=CC13)N1C(C=C(C=C1)C1=NC=C(C=C1)C)=O)CN(CC2)C(=O)OC(C)(C)C (tert-Butyl 5-methyl-7-(4-(5-methylpyridin-2-yl)-2-oxopyridin-1(2H)-yl)-3,4-dihydro-1H-pyrido[4,3-b]indole-2(5H)-carboxylate). Yield: 64.7%. Reaction SMILES: [CH3:1][C:2]1[CH:3]=[CH:4][C:5]([C:8]2[CH:13]=[CH:12][NH:11][C:10](=[O:14])[CH:9]=2)=[N:6][CH:7]=1.Br[C:16]1[CH:17]=[CH:18][C:19]2[C:20]3[CH2:29][N:28]([C:30]([O:32][C:33]([CH3:36])([CH3:35])[CH3:34])=[O:31])[CH2:27][CH2:26][C:21]=3[N:22]([CH3:25])[C:23]=2[CH:24]=1>>[CH3:25][N:22]1[C:23]2[CH:24]=[C:16]([N:11]3[CH:12]=[CH:13][C:8]([C:5]4[CH:4]=[CH:3][C:2]([CH3:1])=[CH:7][N:6]=4)=[CH:9][C:10]3=[O:14])[CH:17]=[CH:18][C:19]=2[C:20]2[CH2:29][N:28]([C:30]([O:32][C:33]([CH3:36])([CH3:35])[CH3:34])=[O:31])[CH2:27][CH2:26][C:21]1=2. Procedure details: 4-(5-Methylpyridin-2-yl)pyridin-2(1H)-one (150 mg, 0.81 mmol) and tert-butyl 7-bromo-5-methyl-3,4-dihydro-1H-pyrido[4,3-b]indole-2(5H)-carboxylate (294 mg, 0.805 mmol) were reacted following the procedure of Example 30 (step g) to provide the title compound (245 mg, 64%) as a yellow/green solid: 1H NMR (300 MHz, CDCl3) δ 8.57 (d, J=2.0 Hz, 1H), 7.71 (d, J=8.0 Hz, 1H), 7.64-7.60 (m, 1H), 7.55-7.51 (m, 2H), 7.37 (d, J=1.6 Hz, 1H), 7.17 (d, J=1.6 Hz, 1H), 7.10-7.03 (m, 2H), 4.66 (br m, 2H), 3.85 (b... Reactants: [H][H] (hydrogen), O=C1N(C(CN1)=O)NC(=O)C=1N(C=C(C(C1)=O)OCC1=CC=CC=C1)CC1=CC=CC=C1 (N-(2,5-dioxo-1-imidazolidinyl)-1,4-dihydro-4-oxo-5-(phenylmethoxy)-1-(phenylmethyl)-2-pyridinecarboxamide), FC(C(=O)O)(F)F (trifluoroacetic acid). Reagents/catalysts: [Pd] (palladium on charcoal). The solvent is CN(C=O)C (dimethylformamide). The product is O=C1N(C(CN1)=O)NC(=O)C=1NC=C(C(C1)=O)O (N-(2,5-Dioxo-1-imidazolidinyl)-1,4-dihydro-4-oxo-5-hydroxy-2-pyridinecarboxamide). RXN SMILES: [O:1]=[C:2]1[NH:6][CH2:5][C:4](=[O:7])[N:3]1[NH:8][C:9]([C:11]1[N:12](CC2C=CC=CC=2)[CH:13]=[C:14]([O:18]CC2C=CC=CC=2)[C:15](=[O:17])[CH:16]=1)=[O:10].FC(F)(F)C(O)=O.[H][H]>CN(C)C=O.[Pd]>[O:1]=[C:2]1[NH:6][CH2:5][C:4](=[O:7])[N:3]1[NH:8][C:9]([C:11]1[NH:12][CH:13]=[C:14]([OH:18])[C:15](=[O:17])[CH:16]=1)=[O:10]. Reported procedure: To a solution of 10.8 g (0.025 mol) of N-(2,5-dioxo-1-imidazolidinyl)-1,4-dihydro-4-oxo-5-(phenylmethoxy)-1-(phenylmethyl)-2-pyridinecarboxamide in 200 ml of dimethylformamide was added 3.83 ml of trifluoroacetic acid (0.05 mol) and 6 g of palladium on charcoal (10%). With vigorous stirring, hydrogen was passed through the solution for 45 minutes. The catalyst was removed by filtration and the filtrate evaporated. The remaining syrup solidified on trituration with ether. Yield: 6.1 g, melting po... Reactants: CC(C)(C)N=C=O, Nc1cc(C(=O)NCC(=O)NC2CN(C3CCC(c4ccccc4)CC3)C2)cc(C(F)(F)F)c1. The product is CC(C)(C)NC(=O)Nc1cc(C(=O)NCC(=O)NC2CN(C3CCC(c4ccccc4)CC3)C2)cc(C(F)(F)F)c1. RXN SMILES: [C:35]([CH3:36])([CH3:37])([CH3:38])[N:39]=[C:40]=[O:41].[NH2:1][c:2]1[cH:3][c:4]([C:5](=[O:6])[NH:7][CH2:8][C:9]([NH:10][CH:11]2[CH2:12][N:13]([CH:15]3[CH2:16][CH2:17][CH:18]([c:21]4[cH:22][cH:23][cH:24][cH:25][cH:26]4)[CH2:19][CH2:20]3)[CH2:14]2)=[O:27])[cH:28][c:29]([C:31]([F:32])([F:33])[F:34])[cH:30]1>>[NH:1]([c:2]1[cH:3][c:4]([C:5](=[O:6])[NH:7][CH2:8][C:9]([NH:10][CH:11]2[CH2:12][N:13]([CH:15]3[CH2:16][CH2:17][CH:18]([c:21]4[cH:22][cH:23][cH:24][cH:25][cH:26]4)[CH2:19][CH2:20]3)[CH2:14]2)=[O:27])[cH:28][c:29]([C:31]([F:32])([F:33])[F:34])[cH:30]1)[C:40]([NH:39][C:35]([CH3:36])([CH3:37])[CH3:38])=[O:41].